This data is from the Open Reaction Database (ORD), a public repository of structured organic reaction records. The task is: describe an organic reaction: reactants, conditions, products, and yield Starting materials: OBO, [Br-], CC(C)(C)OC(=O)N1CCCC1C(=O)Nc1ccc(Br)cc1F, O=C([O-])[O-], CSc1ccccc1, CCCC[N+](CCCC)(CCCC)CCCC, Cc1ccccc1, [Na+], [Na+]. Yields the product CSc1ccccc1-c1ccc(NC(=O)C2CCCN2C(=O)OC(C)(C)C)c(F)c1. RXN SMILES: [BH:24]([OH:25])[OH:26].[Br-:41].[C:1]([CH3:2])([CH3:3])([CH3:4])[O:5][C:6](=[O:7])[N:8]1[CH:9]([C:13]([NH:14][c:15]2[c:16]([F:22])[cH:17][c:18]([Br:21])[cH:19][cH:20]2)=[O:23])[CH2:10][CH2:11][CH2:12]1.[C:35](=[O:36])([O-:37])[O-:38].[CH3:27][S:28][c:29]1[cH:30][cH:31][cH:32][cH:33][cH:34]1.[CH3:42][CH2:43][CH2:44][CH2:45][N+:46]([CH2:47][CH2:48][CH2:49][CH3:50])([CH2:51][CH2:52][CH2:53][CH3:54])[CH2:55][CH2:56][CH2:57][CH3:58].[CH3:59][c:60]1[cH:61][cH:62][cH:63][cH:64][cH:65]1.[Na+:39].[Na+:40]>>[C:1]([CH3:2])([CH3:3])([CH3:4])[O:5][C:6](=[O:7])[N:8]1[CH:9]([C:13]([NH:14][c:15]2[c:16]([F:22])[cH:17][c:18](-[c:30]3[c:29]([S:28][CH3:27])[cH:34][cH:33][cH:32][cH:31]3)[cH:19][cH:20]2)=[O:23])[CH2:10][CH2:11][CH2:12]1. Starting materials: CC(=O)O, CCO, CS(=O)(=O)N1CCc2c(c(-c3ccc(C(F)(F)F)cc3)nn2CCCN2CCN(c3c(Cl)cccc3[N+](=O)[O-])CC2)C1, [Zn]. The product is CS(=O)(=O)N1CCc2c(c(-c3ccc(C(F)(F)F)cc3)nn2CCCN2CCN(c3c(N)cccc3Cl)CC2)C1. RXN SMILES: [CH3:43][C:44](=[O:45])[OH:46].[CH3:47][CH2:48][OH:49].[Cl:1][c:2]1[c:3]([N:11]2[CH2:12][CH2:13][N:14]([CH2:17][CH2:18][CH2:19][n:20]3[n:21][c:22](-[c:33]4[cH:34][cH:35][c:36]([C:39]([F:40])([F:41])[F:42])[cH:37][cH:38]4)[c:23]4[c:28]3[CH2:27][CH2:26][N:25]([S:29](=[O:30])(=[O:31])[CH3:32])[CH2:24]4)[CH2:15][CH2:16]2)[c:4]([N+:8]([O-:9])=[O:10])[cH:5][cH:6][cH:7]1.[Zn:50]>>[Cl:1][c:2]1[c:3]([N:11]2[CH2:12][CH2:13][N:14]([CH2:17][CH2:18][CH2:19][n:20]3[n:21][c:22](-[c:33]4[cH:34][cH:35][c:36]([C:39]([F:40])([F:41])[F:42])[cH:37][cH:38]4)[c:23]4[c:28]3[CH2:27][CH2:26][N:25]([S:29](=[O:30])(=[O:31])[CH3:32])[CH2:24]4)[CH2:15][CH2:16]2)[c:4]([NH2:8])[cH:5][cH:6][cH:7]1.